describe an organic reaction: reactants, conditions, products, and yield From a dataset of the Open Reaction Database (ORD), a public repository of structured organic reaction records. The reactants are BrC1=CC(=C(C=C1)CCCC(=O)NC1=CC(=C(C=C1)S(=O)(=O)CC)C#N)C (4-(4-Bromo-2-methylphenyl)-N-(3-cyano-4-(ethylsulfonyl)phenyl)butanamide), NC=1C=CC(=C(C#N)C1)S(=O)(=O)C(C)C (5-Amino-2-(isopropylsulfonyl)benzonitrile), BrC1=CC=C(C=C1)CCCC(=O)Cl (4-(4-bromophenyl)butyric acid chloride). Yields the product BrC1=CC=C(C=C1)CCCC(=O)NC1=CC(=C(C=C1)S(=O)(=O)C(C)C)C#N (4-(4-Bromophenyl)-N-(3-cyano-4-(isopropylsulfonyl)phenyl)butanamide). Yield: 92.0%. Reaction SMILES: [Br:1][C:2]1[CH:7]=[CH:6][C:5]([CH2:8][CH2:9][CH2:10][C:11]([NH:13][C:14]2[CH:19]=[CH:18][C:17]([S:20]([CH2:23][CH3:24])(=[O:22])=[O:21])=[C:16]([C:25]#[N:26])[CH:15]=2)=[O:12])=[C:4](C)[CH:3]=1.N[C:29]1C=CC(S(C(C)C)(=O)=O)=C(C=1)C#N.BrC1C=CC(CCCC(Cl)=O)=CC=1>>[Br:1][C:2]1[CH:7]=[CH:6][C:5]([CH2:8][CH2:9][CH2:10][C:11]([NH:13][C:14]2[CH:19]=[CH:18][C:17]([S:20]([CH:23]([CH3:24])[CH3:29])(=[O:22])=[O:21])=[C:16]([C:25]#[N:26])[CH:15]=2)=[O:12])=[CH:4][CH:3]=1. Procedure details: Using a procedure analogous to that used to prepare 8B, 9B (364 mg, 1.62 mmol) was reacted with 4-(4-bromophenyl)butyric acid chloride to give 9C (667 mg, 92%). MS (ESI) m/z 449.1, 451.1 (M+H)+.